From a dataset of the Open Reaction Database (ORD), a public repository of structured organic reaction records. describe an organic reaction: reactants, conditions, products, and yield Reactants: Cc1cc(Br)c(C#N)nc1Cl, C1CCOC1, CC(C)[N-]C(C)C, O=Cc1ccccc1, [Li+]. The product is N#Cc1nc(Cl)c(CC(O)c2ccccc2)cc1Br. RXN SMILES: [Br:1][c:2]1[c:3]([C:10]#[N:11])[n:4][c:5]([Cl:9])[c:6]([CH3:8])[cH:7]1.[CH2:28]1[O:29][CH2:30][CH2:31][CH2:32]1.[CH3:13][CH:14]([N-:15][CH:16]([CH3:17])[CH3:18])[CH3:19].[CH:20](=[O:21])[c:22]1[cH:23][cH:24][cH:25][cH:26][cH:27]1.[Li+:12]>>[Br:1][c:2]1[c:3]([C:10]#[N:11])[n:4][c:5]([Cl:9])[c:6]([CH2:8][CH:20]([OH:21])[c:22]2[cH:23][cH:24][cH:25][cH:26][cH:27]2)[cH:7]1. Starting materials: C12(CC3CC(CC(C1)C3)C2)P(C23CC1CC(CC(C2)C1)C3)=O (di-1-adamantylphosphine oxide), C12(CC3CC(CC(C1)C3)C2)P(=O)(C23CC1CC(CC(C2)C1)C3)Cl (di-1-adamantylphosphinic chloride). Yields the product C12(CC3CC(CC(C1)C3)C2)PC23CC1CC(CC(C2)C1)C3 (di-1-adamantylphosphine). As a reaction SMILES: [C:1]12([PH:11](=O)[C:12]34[CH2:21][CH:16]5[CH2:17][CH:18]([CH2:20][CH:14]([CH2:15]5)[CH2:13]3)[CH2:19]4)[CH2:10][CH:5]3[CH2:6][CH:7]([CH2:9][CH:3]([CH2:4]3)[CH2:2]1)[CH2:8]2.C12(P(Cl)(C34CC5CC(CC(C5)C3)C4)=O)CC3CC(CC(C3)C1)C2>>[C:1]12([PH:11][C:12]34[CH2:13][CH:14]5[CH2:15][CH:16]([CH2:17][CH:18]([CH2:20]5)[CH2:19]3)[CH2:21]4)[CH2:2][CH:3]3[CH2:9][CH:7]([CH2:6][CH:5]([CH2:4]3)[CH2:10]1)[CH2:8]2. Procedure: This example illustrates the formation of di-1-adamantylphosphine oxide from di-1-adamantylphosphinic chloride in two steps, the first step resulting in the formation of di-1-adamantylphosphine.